Dataset: the Open Reaction Database (ORD), a public repository of structured organic reaction records. Task: describe an organic reaction: reactants, conditions, products, and yield The reactants are [OH-].[Na+] (NaOH), C(=O)(O)[O-].[Na+] (NaHCO3), C(Cl)Cl (CH2Cl2), [OH-].[Na+] (NaOH), ClC1=CC=C(C=C1)C(N1CC(C1)C(C(C)(O)C)C1=CC(=CC(=C1)F)F)C1=CC=C(C=C1)Cl (1-{1-[bis(4-chlorophenyl)methyl]azetidin-3-yl}-1-(3,5-difluorophenyl)-2-methylpropan-2-ol), N1=CC=CC=C1.F (hydrogen fluoride-pyridine), C(Cl)Cl (CH2Cl2). Reaction conditions: temperature 42 celsius, time 9 hour. The product is ClC=1C=C(C=CC1)C(N1CC(C1)C(C(C)(O)C)C1=CC(=CC(=C1)F)F)C1=CC=C(C=C1)Cl (1-{1-[(3-chlorophenyl)(4-chlorophenyl)methyl]azetidin-3-yl}-1-(3,5-difluorophenyl)-2-methylpropan-2-ol). As a reaction SMILES: Cl[C:2]1[CH:7]=[CH:6][C:5]([CH:8]([C:26]2[CH:31]=[CH:30][C:29]([Cl:32])=[CH:28][CH:27]=2)[N:9]2[CH2:12][CH:11]([CH:13]([C:18]3[CH:23]=[C:22]([F:24])[CH:21]=[C:20]([F:25])[CH:19]=3)[C:14]([CH3:17])([OH:16])[CH3:15])[CH2:10]2)=[CH:4][CH:3]=1.N1C=CC=CC=1.F.[OH-].[Na+].C([O-])(O)=O.[Na+].C(Cl)[Cl:48]>>[Cl:48][C:7]1[CH:6]=[C:5]([CH:8]([C:26]2[CH:31]=[CH:30][C:29]([Cl:32])=[CH:28][CH:27]=2)[N:9]2[CH2:12][CH:11]([CH:13]([C:18]3[CH:23]=[C:22]([F:24])[CH:21]=[C:20]([F:25])[CH:19]=3)[C:14]([CH3:15])([OH:16])[CH3:17])[CH2:10]2)[CH:4]=[CH:3][CH:2]=1 |f:1.2,3.4,5.6|. Procedure details: To a solution of 175 mg (0.368 mmol) of 1-{1-[bis(4-chlorophenyl)methyl]azetidin-3-yl}-1-(3,5-difluorophenyl)-2-methylpropan-2-ol (1) in 3 mL of CH2Cl2 1 mL of hydrogen fluoride-pyridine was added. The reaction was stirred for 9 h at 42° C. Then the reaction mixture was poured to 7 mL of 5N NaOH, 7 mL of aq NaHCO3 and 30 mL of CH2Cl2. The pH was adjusted to 8-9 with 2N NaOH. The water layer was extracted with CH2Cl2 (3×30 mL). The combined organic layer was dried over Na2SO4 and concentrated. Th...